This data is from the Open Reaction Database (ORD), a public repository of structured organic reaction records. The task is: describe an organic reaction: reactants, conditions, products, and yield The reactants are FC1=C(C(=O)O)C=C(C(=C1)F)F (2,4,5-trifluorobenzoic acid), S(O)(O)(=O)=O (sulphuric acid), [N+](=O)(O)[O-] (nitric acid), [N+](=O)(O)[O-] (nitric acid). The solvent is ice water. Run at temperature 70 celsius. Yields the product FC1=C(C(=O)O)C=C(C(=C1[N+](=O)[O-])F)F (2,4,5-Trifluoro-3-nitro-benzoic acid). RXN SMILES: [F:1][C:2]1[CH:10]=[C:9]([F:11])[C:8]([F:12])=[CH:7][C:3]=1[C:4]([OH:6])=[O:5].S(=O)(=O)(O)O.[N+:18]([O-])([OH:20])=[O:19]>>[F:1][C:2]1[C:10]([N+:18]([O-:20])=[O:19])=[C:9]([F:11])[C:8]([F:12])=[CH:7][C:3]=1[C:4]([OH:6])=[O:5]. Procedure details: 3.5 g (0.02 mol) of 2,4,5-trifluorobenzoic acid are introduced into a mixture of 6.8 ml of concentrated sulphuric acid and 8 ml of 98% strength nitric acid at 5°-10° C., and the mixture is then stirred without cooling. The temperature increases to 70° C. The mixture is heated for 5 hours at 80°-90° C., a further 8 ml of 98% strength nitric acid are added, and the mixture is heated at 80° C. for 2 hours. The mixture is then introduced into 100 ml of ice water, extracted thoroughly with dichlorome... The reactants are ClCCC(C(C(=O)OCC)N1C(CC1)=O)O (ethyl 5-chloro-3-hydroxy-2-(2-oxoazetidin-1-yl)valerate), [N-]=[N+]=[N-].[Na+] (sodium azide). The solvent is CS(=O)C (dimethylsulphoxide), ClCCl (dichloromethane). Yields the product N(=[N+]=[N-])CCC(C(C(=O)OCC)N1C(CC1)=O)O (ethyl 5-azido-3-hydroxy-2-(2-oxoazetidin-1-yl)valerate). The yield is 73.0%. RXN SMILES: Cl[CH2:2][CH2:3][CH:4]([OH:16])[CH:5]([N:11]1[CH2:14][CH2:13][C:12]1=[O:15])[C:6]([O:8][CH2:9][CH3:10])=[O:7].[N-:17]=[N+:18]=[N-:19].[Na+]>CS(C)=O.ClCCl>[N:17]([CH2:2][CH2:3][CH:4]([OH:16])[CH:5]([N:11]1[CH2:14][CH2:13][C:12]1=[O:15])[C:6]([O:8][CH2:9][CH3:10])=[O:7])=[N+:18]=[N-:19] |f:1.2|. Reported procedure: A solution of ethyl 5-chloro-3-hydroxy-2-(2-oxoazetidin-1-yl)valerate (3.45 g, 13.8 mmol) and sodium azide (1.10 g, 17 mmol) in dry dimethylsulphoxide (20 ml) was stirred between 55° and 65° C. for 5 hours. The reaction mixture was diluted with dichloromethane and the organic layer was washed three times with water before being dried (MgSO4) and evaporated. The residue was chromatographed on silica gel (Merck Art. 9385), eluting with ethyl acetate/hexane (2:1), to give ethyl 5-azido-3-hydroxy-2-... The reactants are C(C)(C)(C)C1=NC(=CC(=N1)N1CCN(CC1)CCCCl)C1CC1 (2-tert-butyl-4-[4-(3-chloro-propyl)-piperazin-1-yl]-6-cyclopropyl-pyrimidine), CN1N=NN=C1S (1-Methyl-1H-tetrazole-5-thiol), [OH-].[Li+] (lithium hydroxide), [I-].[Na+] (sodium iodide), Cl (hydrochloric acid). Run in CN(C=O)C (dimethylformamide), CN(C=O)C (dimethylformamide), O1CCOCC1 (dioxane). Reaction conditions: temperature 80 celsius, time 2 hour. Product: Cl.C(C)(C)(C)C1=NC(=CC(=N1)C1CC1)N1CCN(CC1)CCCSC1=NN=NN1C (2-tert-Butyl-4-cyclopropyl-6-{4-[3-(1-methyl-1H-tetrazol-5-ylsulfanyl)-propyl]-piperazin-1-yl}-pyrimidine hydrochloride). Isolated yield 66.7%. Reaction SMILES: [CH3:1][N:2]1[C:6]([SH:7])=[N:5][N:4]=[N:3]1.[OH-].[Li+].[I-].[Na+].[C:12]([C:16]1[N:21]=[C:20]([N:22]2[CH2:27][CH2:26][N:25]([CH2:28][CH2:29][CH2:30][Cl:31])[CH2:24][CH2:23]2)[CH:19]=[C:18]([CH:32]2[CH2:34][CH2:33]2)[N:17]=1)([CH3:15])([CH3:14])[CH3:13].Cl>CN(C)C=O.O1CCOCC1>[ClH:31].[C:12]([C:16]1[N:17]=[C:18]([CH:32]2[CH2:33][CH2:34]2)[CH:19]=[C:20]([N:22]2[CH2:27][CH2:26][N:25]([CH2:28][CH2:29][CH2:30][S:7][C:6]3[N:2]([CH3:1])[N:3]=[N:4][N:5]=3)[CH2:24][CH2:23]2)[N:21]=1)([CH3:15])([CH3:13])[CH3:14] |f:1.2,3.4,9.10|. Reported procedure: 0.346 g of 1-Methyl-1H-tetrazole-5-thiol (2.98 mmol), 0.071 g of lithium hydroxide (2.98 mmol), and 0.223 g of sodium iodide (1.49 mmol) were stirred in 25 ml of dimethylformamide at 70° C. A solution of 1 g of 2-tert-butyl-4-[4-(3-chloro-propyl)-piperazin-1-yl]-6-cyclopropyl-pyrimidine (2.98 mmol) in 4 ml of dimethylformamide was added slowly within 2 h. After stirring for 2 h at 80° C., the dimethylformamide was evaporated under reduced pressure. The residue was partitioned between 15 ml of aq... Reactants: COC(CC1=CC=C(C=C1)C#CC1=C(C(=C(C(=C1)C(C)(C)C)OC(C)C)CBr)C)=O ([4-(3-bromomethyl-5-tert-butyl-4-isopropoxy-2-methyl-phenylethynyl)-phenyl]-acetic acid methyl ester), COC(CC1=CC=C(C=C1)C#CC1=C(C(=C(C(=C1)C(C)(C)C)OC(C)C)CBr)C)=O ([4-(3-bromomethyl-5-tert-butyl-4-isopropoxy-2-methyl-phenylethynyl)-phenyl]-acetic acid methyl ester), C[Si](C)(C)C#C (trimethylsilylacetylene), C(C)(=O)OCC (ethyl acetate), C(C)(=O)OCC (ethyl acetate). Reagents/catalysts: Cl[Pd]([P](C1=CC=CC=C1)(C2=CC=CC=C2)C3=CC=CC=C3)([P](C4=CC=CC=C4)(C5=CC=CC=C5)C6=CC=CC=C6)Cl (dichlorobis(triphenylphosphine)palladium(II)). Run in CCCCCC (hexane), C(C)N(CC)CC (triethyl amine), CN(C=O)C (N,N-dimethylformamide), CCCCCC (hexane). Conditions: temperature 85 celsius. Product: COC(CC1=CC=C(C=C1)C#CC1=C(C(=C(C(=C1)C(C)(C)C)OC(C)C)CC#C[Si](C)(C)C)C)=O ({4-[5-tert-Butyl-4-isopropoxy-2-methyl-3-(3-trimethylsilanyl-prop-2-ynyl)-phenylethynyl]-phenyl}-acetic acid methyl ester). Isolated yield 31.1%. Reaction SMILES: [CH3:1][O:2][C:3](=[O:30])[CH2:4][C:5]1[CH:10]=[CH:9][C:8]([C:11]#[C:12][C:13]2[CH:18]=[C:17]([C:19]([CH3:22])([CH3:21])[CH3:20])[C:16]([O:23][CH:24]([CH3:26])[CH3:25])=[C:15]([CH2:27]Br)[C:14]=2[CH3:29])=[CH:7][CH:6]=1.[CH3:31][Si:32]([C:35]#[CH:36])([CH3:34])[CH3:33].C(OCC)(=O)C>C(N(CC)CC)C.CN(C)C=O.CCCCCC.Cl[Pd](Cl)([P](C1C=CC=CC=1)(C1C=CC=CC=1)C1C=CC=CC=1)[P](C1C=CC=CC=1)(C1C=CC=CC=1)C1C=CC=CC=1>[CH3:1][O:2][C:3](=[O:30])[CH2:4][C:5]1[CH:10]=[CH:9][C:8]([C:11]#[C:12][C:13]2[CH:18]=[C:17]([C:19]([CH3:22])([CH3:21])[CH3:20])[C:16]([O:23][CH:24]([CH3:26])[CH3:25])=[C:15]([CH2:27][C:36]#[C:35][Si:32]([CH3:34])([CH3:33])[CH3:31])[C:14]=2[CH3:29])=[CH:7][CH:6]=1 |^1:63,82|. Procedure details: A solution of [4-(3-bromomethyl-5-tert-butyl-4-isopropoxy-2-methyl-phenylethynyl)-phenyl]-acetic acid methyl ester (Intermediate 148, 0.12 g, 0.25 mmol) in triethyl amine (1 mL) and N,N-dimethylformamide (4 mL) was sparged with argon and treated with trimethylsilylacetylene (0.5 mL, 3.5 mmol) and dichlorobis(triphenylphosphine)palladium(II) (0.025 g, 0.036 mmol). The resulting reaction mixture was heated at 85° C. overnight at the end of which it was cooled to ambient temperature and subjected t...